From a dataset of the Open Reaction Database (ORD), a public repository of structured organic reaction records. describe an organic reaction: reactants, conditions, products, and yield The reactants are COC(=O)C(CNC(=O)OC(C)(C)C)NC(=O)c1sc(C(=O)NCc2cccc(O)c2)cc1Cl, ClCCl, O=C(O)C(F)(F)F. Product: COC(=O)C(CN)NC(=O)c1sc(C(=O)NCc2cccc(O)c2)cc1Cl, O=C(O)C(F)(F)F. As a reaction SMILES: [CH3:1][O:2][C:3]([CH:4]([CH2:5][NH:6][C:7]([O:8][C:9]([CH3:10])([CH3:11])[CH3:12])=[O:13])[NH:14][C:15](=[O:16])[c:17]1[s:18][c:19]([C:23]([NH:24][CH2:25][c:26]2[cH:27][c:28]([OH:32])[cH:29][cH:30][cH:31]2)=[O:33])[cH:20][c:21]1[Cl:22])=[O:34].[Cl:42][CH2:43][Cl:44].[F:35][C:36]([C:37](=[O:38])[OH:39])([F:40])[F:41]>>[CH3:1][O:2][C:3]([CH:4]([CH2:5][NH2:6])[NH:14][C:15](=[O:16])[c:17]1[s:18][c:19]([C:23]([NH:24][CH2:25][c:26]2[cH:27][c:28]([OH:32])[cH:29][cH:30][cH:31]2)=[O:33])[cH:20][c:21]1[Cl:22])=[O:34].[F:35][C:36]([C:37](=[O:38])[OH:39])([F:40])[F:41]. Starting materials: C1(=CC=CC=C1)CSC1=NC(=CC(=N1)O)O (2-[(Phenylmethyl)thio]-4,6-pyrimidinediol), [N+](=O)(O)[O-] (nitric acid), C1(=CC=CC=C1)CSC1=NC(=CC(=N1)O)O (2-[(Phenylmethyl)thio]-4,6-pyrimidinediol). Yields the product [N+](=O)([O-])C=1C(=NC(=NC1O)SCC1=CC=CC=C1)O (5-Nitro-2-[(phenylmethyl)thio]-4,6-pyrimidinediol), solid. Conditions: temperature 50 celsius, time 1 hour. Reported procedure: The product of example 2, step (a) (2 g) was added to a mixture of glacial acetic acid (50 ml) and concentrated nitric acid (20 ml) and the reaction mixture heated to 50° C. A further 28 g of the product of step (a) was added in portions over 2 hours whilst maintaining the reaction temperature between 50 and 60° C. After stirring the reaction mixture for a further 1 hour at 50° C. it was poured onto crushed ice and the subtitled product isolated by filtration as a yellow solid (12.3 g). The solvent is C(C)(=O)O (acetic acid). Reaction SMILES: [C:1]1([CH2:7][S:8][C:9]2[N:14]=[C:13]([OH:15])[CH:12]=[C:11]([OH:16])[N:10]=2)[CH:6]=[CH:5][CH:4]=[CH:3][CH:2]=1.[N+:17]([O-])([OH:19])=[O:18]>C(O)(=O)C>[N+:17]([C:12]1[C:13]([OH:15])=[N:14][C:9]([S:8][CH2:7][C:1]2[CH:6]=[CH:5][CH:4]=[CH:3][CH:2]=2)=[N:10][C:11]=1[OH:16])([O-:19])=[O:18]. Reactants: C(C)OC(C(C)(C)C1=CC(=CC=C1)C#CC1=CC(=C(C=C1)CC(=O)OC)F)=O (2-[3-(3-fluoro-4-methoxycarbonylmethyl-phenylethynyl)-phenyl]-2-methyl-propionic acid ethyl ester), C(C)OC(C(C)(C)C1=CC(=CC=C1)C#CC1=CC(=C(C=C1)CC(=O)OC)F)=O (2-[3-(3-fluoro-4-methoxycarbonylmethyl-phenylethynyl)-phenyl]-2-methyl-propionic acid ethyl ester), [OH-].[Li+] (lithium hydroxide). Solvent: C(C)O (ethanol), O1CCCC1 (tetrahydrofuran). Run at time 45 minute. Product: FC=1C=C(C=CC1CC(=O)OC)C#CC=1C=C(C=CC1)C(C(=O)O)(C)C (2-[3-(3-Fluoro-4-methoxycarbonylmethyl-phenylethynyl)-phenyl]-2-methyl-propionic acid). The yield is 103.7%. As a reaction SMILES: C([O:3][C:4](=[O:28])[C:5]([C:8]1[CH:13]=[CH:12][CH:11]=[C:10]([C:14]#[C:15][C:16]2[CH:21]=[CH:20][C:19]([CH2:22][C:23]([O:25][CH3:26])=[O:24])=[C:18]([F:27])[CH:17]=2)[CH:9]=1)([CH3:7])[CH3:6])C.[OH-].[Li+]>C(O)C.O1CCCC1>[F:27][C:18]1[CH:17]=[C:16]([C:15]#[C:14][C:10]2[CH:9]=[C:8]([C:5]([CH3:7])([CH3:6])[C:4]([OH:28])=[O:3])[CH:13]=[CH:12][CH:11]=2)[CH:21]=[CH:20][C:19]=1[CH2:22][C:23]([O:25][CH3:26])=[O:24] |f:1.2|. Procedure: A solution of 2-[3-(3-fluoro-4-methoxycarbonylmethyl-phenylethynyl)-phenyl]-2-methyl-propionic acid ethyl ester (Intermediate 134, 0.13 g, 0.34 mmol) in ethanol (2 mL) and tetrahydrofuran (2 mL) was treated with 2M lithium hydroxide (1 mL, 2 mmol) and the resulting reaction mixture was stirred at ambient temperature for 45 minutes. The volatiles were evaporated in vacuo to a residue that was neutralized with saturated aqueous ammonium chloride solution and extracted with ethyl acetate. The organ...